From a dataset of the Open Reaction Database (ORD), a public repository of structured organic reaction records. describe an organic reaction: reactants, conditions, products, and yield The reactants are Cl.C1(CC1)C1=C(C(=NN1CC1=C(C=C(C=C1F)OCC)F)C(N)=N)C (5-cyclopropyl-1-(4-ethoxy-2,6-difluorobenzyl)-4-methyl-1H-pyrazole-3-carboximidamide hydrochloride), 1-3-6, C(C)OC=C(C#N)C#N ((ethoxymethylene)malononitrile), C[O-].[Na+] (sodium methanolate). Conditions: temperature 65 celsius, time 18 hour. Yields the product NC1=NC(=NC=C1C#N)C1=NN(C(=C1C)C1CC1)CC1=C(C=C(C=C1F)OCC)F (4-amino-2-[5-cyclopropyl-1-(4-ethoxy-2,6-difluorobenzyl)-4-methyl-1H-pyrazol-3-yl]pyrimidine-5-carbonitrile). As a reaction SMILES: C[O-].[Na+].Cl.[CH:5]1([C:8]2[N:12]([CH2:13][C:14]3[C:19]([F:20])=[CH:18][C:17]([O:21][CH2:22][CH3:23])=[CH:16][C:15]=3[F:24])[N:11]=[C:10]([C:25](=[NH:27])[NH2:26])[C:9]=2[CH3:28])[CH2:7][CH2:6]1.C(O[CH:32]=[C:33]([C:36]#[N:37])[C:34]#[N:35])C>>[NH2:37][C:36]1[C:33]([C:34]#[N:35])=[CH:32][N:26]=[C:25]([C:10]2[C:9]([CH3:28])=[C:8]([CH:5]3[CH2:7][CH2:6]3)[N:12]([CH2:13][C:14]3[C:19]([F:20])=[CH:18][C:17]([O:21][CH2:22][CH3:23])=[CH:16][C:15]=3[F:24])[N:11]=2)[N:27]=1 |f:0.1,2.3|. Procedure: 146 mg of sodium methanolate (2.70 mmol, 1.0 eq) were diluted in 20 ml of methanole at room temperature under a nitrogen atmosphere. Then 1.0 g of 5-cyclopropyl-1-(4-ethoxy-2,6-difluorobenzyl)-4-methyl-1H-pyrazole-3-carboximidamide hydrochloride 1:1 1-3-6 (2.70 mmol, 1.0 eq) and 329 mg of (ethoxymethylene)malononitrile (2.70 mmol, 1.0 eq) were added and the mixture was stirred at 65° C. bath temperature for 18 hours. After cooling to rt the reaction mixture was concentrated in vacuo and purified... Starting materials: O=C([O-])[O-], CC(C)=CCCl, [K+], [K+], C1CCOC1, CC(=O)c1c(O)cc(O)cc1O. The product is CC(=O)c1c(O)cc(O)c(CC=C(C)C)c1O. As a reaction SMILES: [C:13](=[O:14])([O-:15])[O-:16].[Cl:19][CH2:20][CH:21]=[C:22]([CH3:23])[CH3:24].[K+:17].[K+:18].[O:25]1[CH2:26][CH2:27][CH2:28][CH2:29]1.[OH:1][c:2]1[c:3]([C:10]([CH3:11])=[O:12])[c:4]([OH:9])[cH:5][c:6]([OH:8])[cH:7]1>>[OH:1][c:2]1[c:3]([C:10]([CH3:11])=[O:12])[c:4]([OH:9])[cH:5][c:6]([OH:8])[c:7]1[CH2:20][CH:21]=[C:22]([CH3:23])[CH3:24]. The reactants are C(C)(=O)SCC(C(=O)N1[C@H](C(=O)O)CC(C1)(OC)OC)SC (1-[3-(Acetylthio)-2-methylthio-1-oxopropyl]-4,4-dimethoxy-L-proline), N (ammonia). Yields the product SCC(C(=O)N1[C@H](C(=O)O)CC(C1)(OC)OC)SC (1-(3-mercapto-2-methylthio-1-oxopropyl)-4,4-dimethoxy-L-proline). Reaction SMILES: C([S:4][CH2:5][CH:6]([S:21][CH3:22])[C:7]([N:9]1[CH2:16][C:15]([O:19][CH3:20])([O:17][CH3:18])[CH2:14][C@H:10]1[C:11]([OH:13])=[O:12])=[O:8])(=O)C.N>>[SH:4][CH2:5][CH:6]([S:21][CH3:22])[C:7]([N:9]1[CH2:16][C:15]([O:19][CH3:20])([O:17][CH3:18])[CH2:14][C@H:10]1[C:11]([OH:13])=[O:12])=[O:8]. Reported procedure: The product from part (a) is hydrolyzed with concentrated ammonia according to the procedure of Example 4 to yield 1-(3-mercapto-2-methylthio-1-oxopropyl)-4,4-dimethoxy-L-proline. The reactants are C(#N)CCN(CC(=O)NCCC1=CC2=C(OCO2)C=C1)C1=NC(=NC(=C1)C)N1C=NC=C1 (2-[(2-cyanoethyl)[2-(1H-imidazol-1-yl)-6-methyl-4-pyrimidinyl]amino]-N-[2-(1,3-benzodioxol-5-yl)ethyl]acetamide), N (ammonia). Reagents/catalysts: [Ni] (Raney nickel). Run in CO (MeOH). Reaction conditions: time 16 hour. The product is O1COC2=C1C=CC(=C2)CCNC(C)=O (N-[2-(1,3-benzodioxol-5-yl)ethyl]acetamide). As a reaction SMILES: C(CCN(C1C=C(C)N=C(N2C=CN=C2)N=1)[CH2:6][C:7]([NH:9][CH2:10][CH2:11][C:12]1[CH:20]=[CH:19][C:15]2[O:16][CH2:17][O:18][C:14]=2[CH:13]=1)=[O:8])#N.N>CO.[Ni]>[O:16]1[C:15]2[CH:19]=[CH:20][C:12]([CH2:11][CH2:10][NH:9][C:7](=[O:8])[CH3:6])=[CH:13][C:14]=2[O:18][CH2:17]1. Procedure: To 2-[(2-cyanoethyl)[2-(1H-imidazol-1-yl)-6-methyl-4-pyrimidinyl]amino]-N-[2-(1,3-benzodioxol-5-yl)ethyl]acetamide (2.5 g, 5.8 mmol) (a compound of formula (Yc3)) in MeOH (50 mL) was bubbled ammonia. Raney nickel (1.0 g of a 50% slurry) was added and the reaction was placed on a Parr hydrogenator at 50 psi. After shaking for 16 hours, the pressure was released and the reaction mixture was suction filtered through Celite. The solvent was removed in vacuo and the residue was chromatographed on sil...